Task: describe an organic reaction: reactants, conditions, products, and yield. Dataset: the Open Reaction Database (ORD), a public repository of structured organic reaction records Starting materials: C1(=CC(=CC=C1)N1CCNCC1)C1=CC=CC=C1 (1-([1,1′-biphenyl]-3-yl)piperazine), FC(C1=NC(=NO1)C=1C=C(C(=O)O)C=CC1)(F)F (3-(5-(trifluoromethyl)-1,2,4-oxadiazol-3-yl)benzoic acid). Yields the product C1(=CC(=CC=C1)N1CCN(CC1)C(=O)C1=CC(=CC=C1)C1=NOC(=N1)C(F)(F)F)C1=CC=CC=C1 ((4-([1,1′-Biphenyl]-3-yl)piperazin-1-yl)(3-(5-(trifluoromethyl)-1,2,4-oxadiazol-3-yl)phenyl)methanone). Yield: 40.0%. Reaction SMILES: [C:1]1([C:13]2[CH:18]=[CH:17][CH:16]=[CH:15][CH:14]=2)[CH:6]=[CH:5][CH:4]=[C:3]([N:7]2[CH2:12][CH2:11][NH:10][CH2:9][CH2:8]2)[CH:2]=1.[F:19][C:20]([F:36])([F:35])[C:21]1[O:25][N:24]=[C:23]([C:26]2[CH:27]=[C:28]([CH:32]=[CH:33][CH:34]=2)[C:29](O)=[O:30])[N:22]=1>>[C:1]1([C:13]2[CH:14]=[CH:15][CH:16]=[CH:17][CH:18]=2)[CH:6]=[CH:5][CH:4]=[C:3]([N:7]2[CH2:8][CH2:9][N:10]([C:29]([C:28]3[CH:32]=[CH:33][CH:34]=[C:26]([C:23]4[N:22]=[C:21]([C:20]([F:35])([F:19])[F:36])[O:25][N:24]=4)[CH:27]=3)=[O:30])[CH2:11][CH2:12]2)[CH:2]=1. Procedure: This compound was synthesized from 1-([1,1′-biphenyl]-3-yl)piperazine and 3-(5-(trifluoromethyl)-1,2,4-oxadiazol-3-yl)benzoic acid as described for example 37 step 3 (110 mg, yield 40%). 1H NMR (400 MHz, MeOD) δ 8.27-8.25 (m, 1H), 8.22-8.21 (m, 1H), 7.75-7.70 (m, 2H), 7.60-7.58 (m, 2H), 7.43-7.40 (m, 2H), 7.53-7.30 (m, 2H), 7.22-7.21 (m, 1H), 7.14-7.12 (m, 1H), 7.02-6.00 (m, 1H), 3.99 (m, 2H), 3.67 (m, 2H), 3.37 (m, 2H), 3.24 (m, 2H). MS (ESI) m/z: Calculated for C26H21F3N4O2: 478.16. found: 479... The reactants are ClC=1C(=C(C(=O)NC2=C(C3=C(COC3C)S2)C(=O)O)C(=CC1)C(F)(F)F)F (2-{[3-chloro-2-fluoro-6-(trifluoromethyl)benzoyl]amino}-4-methyl-4,6-dihydrothieno[2,3-c]furan-3-carboxylic acid), Cl.FC1(CNC1)F (3,3-difluoroazetidine hydrochloride). The product is ClC=1C(=C(C(=O)NC2=C(C3=C(COC3C)S2)C(=O)N2CC(C2)(F)F)C(=CC1)C(F)(F)F)F (3-chloro-N-{3-[(3,3-difluoroazetidin-1-yl)carbonyl]-4-methyl-4,6-dihydrothieno[2,3-c]furan-2-yl}-2-fluoro-6-(trifluoromethyl)benzamide). RXN SMILES: [Cl:1][C:2]1[C:3]([F:27])=[C:4]([C:20]([C:23]([F:26])([F:25])[F:24])=[CH:21][CH:22]=1)[C:5]([NH:7][C:8]1[S:16][C:11]2[CH2:12][O:13][CH:14]([CH3:15])[C:10]=2[C:9]=1[C:17](O)=[O:18])=[O:6].Cl.[F:29][C:30]1([F:34])[CH2:33][NH:32][CH2:31]1>>[Cl:1][C:2]1[C:3]([F:27])=[C:4]([C:20]([C:23]([F:25])([F:26])[F:24])=[CH:21][CH:22]=1)[C:5]([NH:7][C:8]1[S:16][C:11]2[CH2:12][O:13][CH:14]([CH3:15])[C:10]=2[C:9]=1[C:17]([N:32]1[CH2:33][C:30]([F:34])([F:29])[CH2:31]1)=[O:18])=[O:6] |f:1.2|. Procedure: The title compound was prepared from the product of Example 50A and commercially available 3,3-difluoroazetidine hydrochloride by the procedure described for Example 2B. 1H NMR (DMSO-d6, 300 MHz) δ 1.30 (d, J=6.4 Hz, 3H), 4.30-4.51 (m, 4H), 4.89-5.02 (m, 2H), 5.17-5.26 (m, 1H), 7.80 (d, J=8.5 Hz, 1H), 8.03 (dd, J=8.0, 8.0 Hz, 1H), 11.85 (br s, 1H). MS (ESI+) m/z 499 (M+H)+. Anal. calcd. for C19H13ClF6N2O3S: C, 45.75; H, 2.63; N, 5.62. Found: C, 46.17; H, 2.51; N, 5.33. Starting materials: BrC=1C=NC=2N(C1)N=C(C2)C(=O)O (6-bromo-pyrazolo[1,5-a]pyrimidine-2-carboxylic acid), C(C)N(C1=CC=C2CCNC(C2=C1)C)CC (Diethyl-(1-methyl-1,2,3,4-tetrahydro-isoquinolin-7-yl)-amine). Reaction SMILES: [Br:1][C:2]1[CH:3]=[N:4][C:5]2[N:6]([N:8]=[C:9]([C:11]([OH:13])=O)[CH:10]=2)[CH:7]=1.[CH2:14]([N:16]([CH2:28][CH3:29])[C:17]1[CH:26]=[C:25]2[C:20]([CH2:21][CH2:22][NH:23][CH:24]2[CH3:27])=[CH:19][CH:18]=1)[CH3:15]>>[Br:1][C:2]1[CH:3]=[N:4][C:5]2[N:6]([N:8]=[C:9]([C:11]([N:23]3[CH2:22][CH2:21][C:20]4[C:25](=[CH:26][C:17]([N:16]([CH2:28][CH3:29])[CH2:14][CH3:15])=[CH:18][CH:19]=4)[CH:24]3[CH3:27])=[O:13])[CH:10]=2)[CH:7]=1. Procedure: In close analogy to the procedure described in Example 1, 6-bromo-pyrazolo[1,5-a]pyrimidine-2-carboxylic acid is reacted with Diethyl-(1-methyl-1,2,3,4-tetrahydro-isoquinolin-7-yl)-amine to provide the title compound in moderate yield. The product is BrC=1C=NC=2N(C1)N=C(C2)C(=O)N2C(C1=CC(=CC=C1CC2)N(CC)CC)C ((6-Bromo-pyrazolo[1,5-a]pyrimidin-2-yl)-(7-diethylamino-1-methyl-3,4-dihydro-1H-isoquinolin-2-yl)-methanone).